Dataset: the Open Reaction Database (ORD), a public repository of structured organic reaction records. Task: describe an organic reaction: reactants, conditions, products, and yield Starting materials: CCOC(=O)C(=O)OCC, COc1ccc([N+](=O)[O-])c(C)n1, CC[O-], CCOCC, CCO, [K+]. Yields the product CCOC(=O)C(=O)Cc1nc(OC)ccc1[N+](=O)[O-]. As a reaction SMILES: [C:5]([C:6]([O:8][CH2:7][CH3:9])=[O:10])(=[O:11])[O:12][CH2:13][CH3:14].[CH3:15][O:16][c:17]1[cH:18][cH:19][c:20]([N+:24](=[O:25])[O-:26])[c:21]([CH3:23])[n:22]1.[CH3:1][CH2:2][O-:3].[CH3:27][CH2:28][O:29][CH2:30][CH3:31].[CH3:32][CH2:33][OH:34].[K+:4]>>[C:5]([C:6](=[O:8])[CH2:23][c:21]1[c:20]([N+:24](=[O:25])[O-:26])[cH:19][cH:18][c:17]([O:16][CH3:15])[n:22]1)(=[O:11])[O:12][CH2:13][CH3:14]. Yields the product C(C)C1=NC2=CC(=C(C=C2C(=C1C)OC(=O)OC(C)C)F)Cl (2-ethyl-3-methyl-4-isopropoxycarbonyloxy-6-fluoro-7-chloroquinoline), C(C)C1=NC2=CC=C(C(=C2C(=C1C)OC(=O)OC(C)C)Cl)F (2-ethyl-3-methyl-4-isopropoxycarbonyloxy-5-chloro-6-fluoro -quinoline). Procedure details: In ml of tetrahydrofuran was suspended 96 mg of 60% sodium hydride. The mixture of 2-ethyl-3-methyl-4-hydroxy-6-fluoro-7-chloroquinoline with 2-ethyl-3-methyl-4-hydroxy-5-chloro-6-fluoroquinoline (starting material 1) (480 mg) prepared as described in Example 6 was suspended in 10 ml of tetrahydrofuran, and this suspension was added dropwise to the above suspension under ice cooling. After stirring for one hr, 300 mg of isopropyl chloroformate (starting material 2) was added thereto, and the mix... The reactants are O (water), [H-].[Na+] (sodium hydride), C(C)C1=NC2=CC(=C(C=C2C(=C1C)O)F)Cl (2-ethyl-3-methyl-4-hydroxy-6-fluoro-7-chloroquinoline), C(C)C1=NC2=CC(=C(C=C2C(=C1C)OC(=O)C1CC1)F)F (2-ethyl-3-methyl-4-cyclopropanecarbonyloxy-6,7-difluoroquinoline), C(C)C1=NC2=CC(=C(C=C2C(=C1C)OC(=O)C1CC1)F)F (2-ethyl-3-methyl-4-cyclopropanecarbonyloxy-6,7-difluoroquinoline), C(C)C1=NC2=CC=C(C(=C2C(=C1C)OC(=O)C1CC1)F)F (2-ethyl-3-methyl-4-cyclopropanecarbonyloxy-5,6-difluoroquinoline), C(C)C1=NC2=CC=C(C(=C2C(=C1C)OC(=O)C1CC1)F)F (2-ethyl-3-methyl-4-cyclopropanecarbonyloxy-5,6-difluoroquinoline). Reaction conditions: time 1 hour. Run in O1CCCC1 (tetrahydrofuran), O1CCCC1 (tetrahydrofuran). RXN SMILES: [H-].[Na+].[CH2:3]([C:5]1[C:14]([CH3:15])=[C:13]([OH:16])[C:12]2[C:7](=[CH:8][C:9]([Cl:18])=[C:10]([F:17])[CH:11]=2)[N:6]=1)[CH3:4].[CH2:19]([C:21]1[C:30]([CH3:31])=[C:29]([O:32][C:33](C2CC2)=[O:34])[C:28]2[C:23](=[CH:24][C:25](F)=[C:26]([F:38])[CH:27]=2)[N:22]=1)[CH3:20].C(C1[C:51](C)=[C:50]([O:53][C:54](C2CC2)=[O:55])[C:49]2C(=CC=C(F)C=2F)N=1)C.[OH2:61]>O1CCCC1>[CH2:3]([C:5]1[C:14]([CH3:15])=[C:13]([O:16][C:33]([O:32][CH:29]([CH3:30])[CH3:28])=[O:34])[C:12]2[C:7](=[CH:8][C:9]([Cl:18])=[C:10]([F:17])[CH:11]=2)[N:6]=1)[CH3:4].[CH2:19]([C:21]1[C:30]([CH3:31])=[C:29]([O:61][C:54]([O:53][CH:50]([CH3:51])[CH3:49])=[O:55])[C:28]2[C:23](=[CH:24][CH:25]=[C:26]([F:38])[C:27]=2[Cl:18])[N:22]=1)[CH3:20] |f:0.1|. The reactants are [Al+3], ClC(Cl)(Cl)Cl, [Cl-], [Cl-], [Cl-], O=C(Cl)CCCCCCl, c1ccccc1. Product: O=C(CCCCCCl)c1ccccc1. As a reaction SMILES: [Al+3:2].[C:20]([Cl:21])([Cl:22])([Cl:23])[Cl:24].[Cl-:1].[Cl-:3].[Cl-:4].[Cl:5][CH2:6][CH2:7][CH2:8][CH2:9][CH2:10][C:11](=[O:12])[Cl:13].[cH:14]1[cH:15][cH:16][cH:17][cH:18][cH:19]1>>[Cl:5][CH2:6][CH2:7][CH2:8][CH2:9][CH2:10][C:11](=[O:12])[c:14]1[cH:15][cH:16][cH:17][cH:18][cH:19]1. The reactants are CC#N, CC(C)N1C(=O)C(Cl)=C(c2ccccc2)S1(=O)=O, NC1CCC(F)(F)CC1. The product is CC(C)N1C(=O)C(NC2CCC(F)(F)CC2)=C(c2ccccc2)S1(=O)=O. RXN SMILES: [CH3:28][C:29]#[N:30].[Cl:1][C:2]1=[C:6]([c:7]2[cH:8][cH:9][cH:10][cH:11][cH:12]2)[S:5](=[O:13])(=[O:14])[N:4]([CH:15]([CH3:16])[CH3:17])[C:3]1=[O:18].[F:19][C:20]1([F:27])[CH2:21][CH2:22][CH:23]([NH2:26])[CH2:24][CH2:25]1>>[C:2]1([NH:26][CH:23]2[CH2:22][CH2:21][C:20]([F:19])([F:27])[CH2:25][CH2:24]2)=[C:6]([c:7]2[cH:8][cH:9][cH:10][cH:11][cH:12]2)[S:5](=[O:13])(=[O:14])[N:4]([CH:15]([CH3:16])[CH3:17])[C:3]1=[O:18]. The reactants are CN1C(C(=NCC1)C1=CN(C2=CC=CC=C12)C)=O (1-methyl-3-(1-methylindol-3-yl)-5,6-dihydro-2(1H)-pyrazinone), S(=O)(=O)(OC)OC (dimethyl sulphate), CN1C=C(C2=CC=CC=C12)C=1C(NCCN1)=O (3-(1-methylindol-3-yl)-5,6-dihydro-2(1H)-pyrazinone), [H-].[Na+] (sodium hydride). The solvent is CN(C=O)C (dimethylformamide). Run at temperature 60 celsius, time 4 hour. Product: CN1C(C(N(CC1)C=O)C1=CN(C2=CC=CC=C12)C)=O (1-methyl-3-(1-methylindol-3-yl)-4-formylpiperazin-2-one). As a reaction SMILES: [CH3:1][N:2]1[CH2:7][CH2:6][N:5]=[C:4]([C:8]2[C:16]3[C:11](=[CH:12][CH:13]=[CH:14][CH:15]=3)[N:10]([CH3:17])[CH:9]=2)[C:3]1=[O:18].CN1C2C(=CC=CC=2)C(C2[C:30](=[O:35])NCCN=2)=C1.[H-].[Na+].S(OC)(OC)(=O)=O>CN(C)C=O>[CH3:1][N:2]1[CH2:7][CH2:6][N:5]([CH:30]=[O:35])[CH:4]([C:8]2[C:16]3[C:11](=[CH:12][CH:13]=[CH:14][CH:15]=3)[N:10]([CH3:17])[CH:9]=2)[C:3]1=[O:18] |f:2.3|. Procedure details: The 1-methyl-3-(1-methylindol-3-yl)-5,6-dihydro-2(1H)-pyrazinone required as the starting material is prepared as follows: 45.5 g (0.2 mol) of 3-(1-methylindol-3-yl)-5,6-dihydro-2(1H)-pyrazinone, prepared in accordance with Example 33, are dissolved in 400 ml of dimethylformamide, 5.3 g (0.22 mol) of sodium hydride are introduced, the mixture is stirred for 4 hours at 60° C., 27.8 g (0.22 mol) of dimethyl sulphate are added dropwise and the mixture is stirred for 20 hours at 60° C. The compound ... Reactants: C1(=CC=CC=C1)COC1=CC(=NC=C1OCC1=CC=CC=C1)C(=O)OCC1=CC=CC=C1 (4,5-bis(phenylmethoxy)-2-pyridinecarboxylic acid, phenylmethyl ester), O (water), [OH-].[K+] (potassium hydroxide), O (water), hydrochloxic acid. Run in O1CCCC1 (tetrahydrofuran). Conditions: time 8 hour. Yields the product C1(=CC=CC=C1)COC1=CC(=NC=C1OCC1=CC=CC=C1)C(=O)O (4,5-Bis(phenylmethoxy)-2-pyridinecarboxylic acid). As a reaction SMILES: [C:1]1([CH2:7][O:8][C:9]2[C:14]([O:15][CH2:16][C:17]3[CH:22]=[CH:21][CH:20]=[CH:19][CH:18]=3)=[CH:13][N:12]=[C:11]([C:23]([O:25]CC3C=CC=CC=3)=[O:24])[CH:10]=2)[CH:6]=[CH:5][CH:4]=[CH:3][CH:2]=1.O.[OH-].[K+]>O1CCCC1>[C:1]1([CH2:7][O:8][C:9]2[C:14]([O:15][CH2:16][C:17]3[CH:18]=[CH:19][CH:20]=[CH:21][CH:22]=3)=[CH:13][N:12]=[C:11]([C:23]([OH:25])=[O:24])[CH:10]=2)[CH:2]=[CH:3][CH:4]=[CH:5][CH:6]=1 |f:2.3|. Reported procedure: To a solution of 11.8 g (28 mmol) of 4,5-bis(phenylmethoxy)-2-pyridinecarboxylic acid, phenylmethyl ester in 115 ml of tetrahydrofuran were added 16 ml water and 35 ml of 1N potassium hydroxide. After stirring overnight at room temperature, 115 ml water was added and the pH was adjusted to 2.5 with 1N hydrochloxic acid. The acid was filtered off, washed with water and dried in vacuo. Yield: 8.6 g; melting point 203.6° C. Reactants: COC1=C(C=C(C=2CCCC12)C=O)C (7-methoxy-6-methyl-indan-4-carbaldehyde), OO (Hydrogen peroxide). Reaction SMILES: [CH3:1][O:2][C:3]1[C:11]2[CH2:10][CH2:9][CH2:8][C:7]=2[C:6](C=O)=[CH:5][C:4]=1[CH3:14].[OH:15]O>CO.S(=O)(=O)(O)O>[CH3:1][O:2][C:3]1[C:11]2[CH2:10][CH2:9][CH2:8][C:7]=2[C:6]([OH:15])=[CH:5][C:4]=1[CH3:14]. The solvent is CO (Methanol), S(O)(O)(=O)=O (Sulphuric acid). Conditions: temperature 0 celsius, time 1 hour. The product is COC1=C(C=C(C=2CCCC12)O)C (7-Methoxy-6-methyl-indan-4-ol). Procedure: The stirred solution of 7-methoxy-6-methyl-indan-4-carbaldehyde (1.0 gm, 0.0060 mole) in Methanol (20 ml), Sulphuric acid (0.6 ml) was added at room temperature. To the reaction mixture, 30% Hydrogen peroxide (1.6 ml) was added and stirred for 1 hour at 0° C. Methanol was distilled under vacuum and the residue was dissolved in Ethylacetate (50 ml), further ethyl acetate layer was washed with water and evaporated to give a crude product, which upon triturating with Hexane give 600 mg title compou... Yield: 56.0%. Reactants: COC1=CC=C(OC=2SC(=CN2)C2=NOC(=C2)C(C)NC(C)=O)C=C1 (N-(1-{3-[2-(4-methoxyphenoxy)-1,3-thiazol-5-yl]isoxazol-5-yl}ethyl)acetamide), B(Br)(Br)Br (boron tribromide), CO (methanol). The solvent is ClCCl (dichloromethane), ClCCl (dichloromethane). Conditions: temperature 25 celsius, time 16 hour. Yields the product OC1=CC=C(OC=2SC(=CN2)C2=NOC(=C2)C(C)NC(C)=O)C=C1 (N-(1-{3-[2-(4-hydroxyphenoxy)-1,3-thiazol-5-yl]isoxazol-5-yl}ethyl)acetamide). Yield: 55.0%. Reaction SMILES: C[O:2][C:3]1[CH:25]=[CH:24][C:6]([O:7][C:8]2[S:9][C:10]([C:13]3[CH:17]=[C:16]([CH:18]([NH:20][C:21](=[O:23])[CH3:22])[CH3:19])[O:15][N:14]=3)=[CH:11][N:12]=2)=[CH:5][CH:4]=1.B(Br)(Br)Br.CO>ClCCl>[OH:2][C:3]1[CH:4]=[CH:5][C:6]([O:7][C:8]2[S:9][C:10]([C:13]3[CH:17]=[C:16]([CH:18]([NH:20][C:21](=[O:23])[CH3:22])[CH3:19])[O:15][N:14]=3)=[CH:11][N:12]=2)=[CH:24][CH:25]=1. Procedure: To a solution of Example 53B (726 mg, 2.02 mmol) in dichloromethane (20 mL) was added boron tribromide (763 μL, 8.08 mmol) at −78° C. Upon addition, the mixture was allowed to stir at 25° C. for 16 hours. The reaction was then cooled to 0° C., treated with methanol (10 mL) and diluted with dichloromethane (80 mL). The resulting mixture was washed with water (120 mL) and brine (150 mL). The organic layer was dried (MgSO4), filtered and concentrated. The concentrate was purified by flash chromatog... The reactants are O=C(NOCc1ccccc1I)c1ccccc1NCc1ccncc1, OB(O)C=Cc1ccccc1. Yields the product O=C(NOCc1ccccc1C=Cc1ccccc1)c1ccccc1NCc1ccncc1. RXN SMILES: [I:1][c:2]1[c:3]([CH2:4][O:5][NH:6][C:7]([c:8]2[c:9]([NH:14][CH2:15][c:16]3[cH:17][cH:18][n:19][cH:20][cH:21]3)[cH:10][cH:11][cH:12][cH:13]2)=[O:22])[cH:23][cH:24][cH:25][cH:26]1.[c:27]1([CH:33]=[CH:34][B:35]([OH:36])[OH:37])[cH:28][cH:29][cH:30][cH:31][cH:32]1>>[c:2]1([CH:34]=[CH:33][c:27]2[cH:28][cH:29][cH:30][cH:31][cH:32]2)[c:3]([CH2:4][O:5][NH:6][C:7]([c:8]2[c:9]([NH:14][CH2:15][c:16]3[cH:17][cH:18][n:19][cH:20][cH:21]3)[cH:10][cH:11][cH:12][cH:13]2)=[O:22])[cH:23][cH:24][cH:25][cH:26]1. The reactants are C(C1=CC=CC=C1)OC=1C=C2C(=C(N(C(C2=CC1)=O)CC(C)C)CCl)C1=CC=C(C=C1)C (6-benzyloxy-3-chloromethyl-2-isobutyl-4-(4-methylphenyl)-1(2H)-isoquinolinone), C1(C=2C(C(N1)=O)=CC=CC2)=O.[K] (potassium phthalimide), O (water). Run in CN(C=O)C (N,N-dimethylformamide). Yields the product C(C1=CC=CC=C1)OC=1C=C2C(=C(N(C(C2=CC1)=O)CC(C)C)CN1C(C2=CC=CC=C2C1=O)=O)C1=CC=C(C=C1)C (2-[[6-benzyloxy-2-isobutyl-4-(4-methylphenyl)-1-oxo-1,2-dihydro-3-isoquinolinyl]methyl]-1H-isoindole-1,3(2H)-dione). The yield is 95.9%. Reaction SMILES: [CH2:1]([O:8][C:9]1[CH:10]=[C:11]2[C:16](=[CH:17][CH:18]=1)[C:15](=[O:19])[N:14]([CH2:20][CH:21]([CH3:23])[CH3:22])[C:13]([CH2:24]Cl)=[C:12]2[C:26]1[CH:31]=[CH:30][C:29]([CH3:32])=[CH:28][CH:27]=1)[C:2]1[CH:7]=[CH:6][CH:5]=[CH:4][CH:3]=1.[C:33]1(=[O:43])[NH:37][C:36](=[O:38])[C:35]2=[CH:39][CH:40]=[CH:41][CH:42]=[C:34]12.[K].O>CN(C)C=O>[CH2:1]([O:8][C:9]1[CH:10]=[C:11]2[C:16](=[CH:17][CH:18]=1)[C:15](=[O:19])[N:14]([CH2:20][CH:21]([CH3:23])[CH3:22])[C:13]([CH2:24][N:37]1[C:33](=[O:43])[C:34]3[C:35](=[CH:39][CH:40]=[CH:41][CH:42]=3)[C:36]1=[O:38])=[C:12]2[C:26]1[CH:31]=[CH:30][C:29]([CH3:32])=[CH:28][CH:27]=1)[C:2]1[CH:7]=[CH:6][CH:5]=[CH:4][CH:3]=1 |f:1.2,^1:43|. Procedure details: A solution of 6-benzyloxy-3-chloromethyl-2-isobutyl-4-(4-methylphenyl)-1(2H)-isoquinolinone (4.24 g, 9.5 mmol) and potassium phthalimide (2.65 g, 14.3 mmol) in N,N-dimethylformamide (50 ml) was stirred at room temperature for 6 h. The reaction mixture was poured into water and extracted with ethyl acetate. After washing the extract with water, the extract was dried over anhydrous magnesium sulfate and concentrated under reduced pressure. The residue was purified by silica gel column chromatograp...